Task: describe an organic reaction: reactants, conditions, products, and yield. Dataset: the Open Reaction Database (ORD), a public repository of structured organic reaction records Starting materials: C1(CCCC1)CC(C(C=C)=O)C1=NC=C(C=C1)SC (5-cyclopentyl-4-[5-(methylsulfanyl)pyridin-2-yl]pent-1-en-3-one), C(C)O (ethanol), O1CCCC1 (tetrahydrofuran), [Si](C)(C)(C(C)(C)C)OC(C)C=1C=CC(=NC1)C=O (5-(1-{[tert-butyl(dimethyl)silyl]oxy}ethyl)pyridine-2-carbaldehyde). The reagents and catalysts are [Cl-].C(C1=CC=CC=C1)[N+]1=CSC(=C1C)CCO (3-benzyl-5-(2-hydroxyethyl)-4-methyl-1,3-thiazol-3-ium chloride). Run in C(C)N(CC)CC (triethylamine), C(C)(=O)OCC (ethyl acetate). Yields the product [Si](C)(C)(C(C)(C)C)OC(C)C=1C=CC(=NC1)C(CCC(C(CC1CCCC1)C1=NC=C(C=C1)SC)=O)=O (1-[5-(1-{[tert-butyl(dimethyl)silyl]oxy}ethyl)pyridin-2-yl]-6-cyclopentyl-5-[5-(methylsulfanyl)pyridin-2-yl]hexane-1,4-dione). Isolated yield 95.0%. As a reaction SMILES: [CH:1]1([CH2:6][CH:7]([C:12]2[CH:17]=[CH:16][C:15]([S:18][CH3:19])=[CH:14][N:13]=2)[C:8](=[O:11])[CH:9]=[CH2:10])[CH2:5][CH2:4][CH2:3][CH2:2]1.C(O)C.O1CCCC1.[Si:28]([O:35][CH:36]([C:38]1[CH:39]=[CH:40][C:41]([CH:44]=[O:45])=[N:42][CH:43]=1)[CH3:37])([C:31]([CH3:34])([CH3:33])[CH3:32])([CH3:30])[CH3:29]>[Cl-].C([N+]1C(C)=C(CCO)SC=1)C1C=CC=CC=1.C(OCC)(=O)C.C(N(CC)CC)C>[Si:28]([O:35][CH:36]([C:38]1[CH:39]=[CH:40][C:41]([C:44](=[O:45])[CH2:10][CH2:9][C:8](=[O:11])[CH:7]([C:12]2[CH:17]=[CH:16][C:15]([S:18][CH3:19])=[CH:14][N:13]=2)[CH2:6][CH:1]2[CH2:2][CH2:3][CH2:4][CH2:5]2)=[N:42][CH:43]=1)[CH3:37])([C:31]([CH3:34])([CH3:32])[CH3:33])([CH3:30])[CH3:29] |f:4.5|. Procedure: To a solution of 5-cyclopentyl-4-[5-(methylsulfanyl)pyridin-2-yl]pent-1-en-3-one (455 mg) in a mixed solvent of ethanol (8 mL) and tetrahydrofuran (8 mL) were added 5-(1-{[tert-butyl(dimethyl)silyl]oxy}ethyl)pyridine-2-carbaldehyde (878% mg), 3-benzyl-5-(2-hydroxyethyl)-4-methyl-1,3-thiazol-3-ium chloride (44.5 mg) and triethylamine (92.0 μL), and the mixture was stirred with heating under reflux for 2 hr. After cooling to room temperature, the reaction mixture was diluted with ethyl acetate and... The reactants are CC(=O)[O-], CCO, CCC(=O)c1cc(Cl)ccc1NS(=O)(=O)C(F)(F)F, NOCc1ccc(Cl)cc1, Cl, [Na+]. Product: CCC(=NOCc1ccc(Cl)cc1)c1cc(Cl)ccc1NS(=O)(=O)C(F)(F)F. As a reaction SMILES: [C:31]([O-:32])(=[O:33])[CH3:34].[CH3:36][CH2:37][OH:38].[Cl:1][c:2]1[cH:3][c:4]([C:16]([CH2:17][CH3:18])=[O:19])[c:5]([NH:8][S:9](=[O:10])(=[O:11])[C:12]([F:13])([F:14])[F:15])[cH:6][cH:7]1.[Cl:21][c:22]1[cH:23][cH:24][c:25]([CH2:26][O:27][NH2:28])[cH:29][cH:30]1.[ClH:20].[Na+:35]>>[Cl:1][c:2]1[cH:3][c:4]([C:16]([CH2:17][CH3:18])=[N:28][O:27][CH2:26][c:25]2[cH:24][cH:23][c:22]([Cl:21])[cH:30][cH:29]2)[c:5]([NH:8][S:9](=[O:10])(=[O:11])[C:12]([F:13])([F:14])[F:15])[cH:6][cH:7]1. The reactants are CC(C)N(CCCCOCC(=O)OC(C)(C)C)c1nc(-c2ccccc2)c(-c2ccccc2)nc1Cl, C1COCCO1, Cl, [Na+], [OH-]. Product: CC(C)N(CCCCOCC(=O)O)c1nc(-c2ccccc2)c(-c2ccccc2)nc1Cl. RXN SMILES: [C:1]([CH3:2])([CH3:3])([CH3:4])[O:5][C:6]([CH2:7][O:8][CH2:9][CH2:10][CH2:11][CH2:12][N:13]([CH:14]([CH3:15])[CH3:16])[c:17]1[n:18][c:19](-[c:30]2[cH:31][cH:32][cH:33][cH:34][cH:35]2)[c:20](-[c:24]2[cH:25][cH:26][cH:27][cH:28][cH:29]2)[n:21][c:22]1[Cl:23])=[O:36].[CH2:40]1[O:41][CH2:42][CH2:43][O:44][CH2:45]1.[ClH:37].[Na+:39].[OH-:38]>>[O:5]=[C:6]([CH2:7][O:8][CH2:9][CH2:10][CH2:11][CH2:12][N:13]([CH:14]([CH3:15])[CH3:16])[c:17]1[n:18][c:19](-[c:30]2[cH:31][cH:32][cH:33][cH:34][cH:35]2)[c:20](-[c:24]2[cH:25][cH:26][cH:27][cH:28][cH:29]2)[n:21][c:22]1[Cl:23])[OH:36]. Reactants: Cl (HCl), FC=1C=C(C=CC1OC(F)(F)F)[C@@H](C1=NC=CC=C1F)NC(=O)C1=CC=C(C(=O)OC)C=C1 ((S)-methyl 4-(((3-fluoro-4-(trifluoromethoxy)phenyl)(3-fluoropyridin-2-yl)methyl)carbamoyl)benzoate), C1CCOC1 (THF), [Li+].[OH-] (LiOH). Solvent: O (water), CO (MeOH). Conditions: time 16 hour. Product: FC=1C=C(C=CC1OC(F)(F)F)[C@@H](C1=NC=CC=C1F)NC(=O)C1=CC=C(C(=O)O)C=C1 ((S)-4-(((3-Fluoro-4-(trifluoromethoxy)phenyl)(3-fluoropyridin-2-yl)methyl)carbamoyl)benzoic acid). Reaction SMILES: [F:1][C:2]1[CH:3]=[C:4]([C@H:13]([NH:21][C:22]([C:24]2[CH:33]=[CH:32][C:27]([C:28]([O:30]C)=[O:29])=[CH:26][CH:25]=2)=[O:23])[C:14]2[C:19]([F:20])=[CH:18][CH:17]=[CH:16][N:15]=2)[CH:5]=[CH:6][C:7]=1[O:8][C:9]([F:12])([F:11])[F:10].C1COCC1.[Li+].[OH-].Cl>O.CO>[F:1][C:2]1[CH:3]=[C:4]([C@H:13]([NH:21][C:22]([C:24]2[CH:33]=[CH:32][C:27]([C:28]([OH:30])=[O:29])=[CH:26][CH:25]=2)=[O:23])[C:14]2[C:19]([F:20])=[CH:18][CH:17]=[CH:16][N:15]=2)[CH:5]=[CH:6][C:7]=1[O:8][C:9]([F:12])([F:11])[F:10] |f:2.3|. Reported procedure: To a solution of (S)-methyl 4-(((3-fluoro-4-(trifluoromethoxy)phenyl)(3-fluoropyridin-2-yl)methyl)carbamoyl)benzoate (105 mg, 0.225 mmol) and THF (2 mL):MeOH (1 mL) was added 1M LiOH (1 mL). The solution was stirred at room temperature. After 16 h, the reaction was diluted with water. The aqueous solution was acidified with 1 N HCl to a pH of 7 and extracted with EtOAc (3×15 mL). The combined EtOAc layers were dried over MgSO4 and concentrated in vacuo to give the title compound as a white solid... Starting materials: F[B-](F)(F)F, Brc1ccc2[nH]ncc2c1, CCOC(C)=O, C[O+](C)C. The product is Cn1cc2cc(Br)ccc2n1. Reaction SMILES: [B-:1]([F:2])([F:3])([F:4])[F:5].[Br:10][c:11]1[cH:12][c:13]2[cH:14][n:15][nH:16][c:17]2[cH:18][cH:19]1.[CH3:20][CH2:21][O:22][C:23](=[O:24])[CH3:25].[CH3:6][O+:7]([CH3:8])[CH3:9]>>[CH3:6][n:15]1[cH:14][c:13]2[cH:12][c:11]([Br:10])[cH:19][cH:18][c:17]2[n:16]1.